From a dataset of the Open Reaction Database (ORD), a public repository of structured organic reaction records. describe an organic reaction: reactants, conditions, products, and yield Starting materials: COCCOCCOCCOCCOCC(=O)O ((2-{2-[2-(2-methoxyethoxy)ethoxy]ethoxy}ethoxy)acetic acid), OC[C@@H]1CN(C(O1)=O)C1=CC=C2C=C(NC(C2=C1)=O)C1=C(C=CC=C1)C(F)(F)F (7-((S)-5-hydroxymethyl-2-oxooxazolidin-3-yl)-3-(2-trifluoromethylphenyl)-2H-isoquinolin-1-one), COCCOCCOCCOCCO (tetraethylene glycol monomethyl ether). The product is O=C(C(=O)[O-])OCC(OCCOCCOCCOC)C[C@H]1CN(CO1)C1=CC=C2C=C(NC(C2=C1)=O)C1=C(C=CC=C1)C(F)(F)F ((S)-2-Oxo-3-[1-oxo-3-(2-trifluoromethylphenyl)-1,2-dihydroisoquinolin-7-yl]oxazolidin-5-ylmethyl(2-{2-[2-(2-methoxyethoxy)ethoxy]ethoxy}ethoxy)acetate), COCCOCCOCCOCCOCC(=O)O ((2-{2-[2-(2-methoxyethoxy)ethoxy]ethoxy}ethoxy)acetic acid). As a reaction SMILES: [CH3:1][O:2][CH2:3][CH2:4][O:5][CH2:6][CH2:7][O:8][CH2:9][CH2:10][O:11][CH2:12][CH2:13][O:14][CH2:15][C:16]([OH:18])=[O:17].O[CH2:20][C@H:21]1[O:25][C:24](=O)[N:23]([C:27]2[CH:36]=[C:35]3[C:30]([CH:31]=[C:32]([C:38]4[CH:43]=[CH:42][CH:41]=[CH:40][C:39]=4[C:44]([F:47])([F:46])[F:45])[NH:33][C:34]3=[O:37])=[CH:29][CH:28]=2)[CH2:22]1.C[O:49]CCOCCOCCOCCO>>[O:49]=[C:15]([O:14][CH2:13][CH:12]([CH2:20][C@@H:21]1[O:25][CH2:24][N:23]([C:27]2[CH:36]=[C:35]3[C:30]([CH:31]=[C:32]([C:38]4[CH:43]=[CH:42][CH:41]=[CH:40][C:39]=4[C:44]([F:45])([F:47])[F:46])[NH:33][C:34]3=[O:37])=[CH:29][CH:28]=2)[CH2:22]1)[O:11][CH2:10][CH2:9][O:8][CH2:7][CH2:6][O:5][CH2:4][CH2:3][O:2][CH3:1])[C:16]([O-:18])=[O:17].[CH3:1][O:2][CH2:3][CH2:4][O:5][CH2:6][CH2:7][O:8][CH2:9][CH2:10][O:11][CH2:12][CH2:13][O:14][CH2:15][C:16]([OH:18])=[O:17]. Procedure: The title compound was synthesized by a condensation method similar to that of Step A of Example 3-1 using (2-{2-[2-(2-methoxyethoxy)ethoxy]ethoxy}ethoxy)acetic acid instead of Boc-Sar-OH and 7-((S)-5-hydroxymethyl-2-oxooxazolidin-3-yl)-3-(2-trifluoromethylphenyl)-2H-isoquinolin-1-one obtained in Step B of Example 1-13 instead of 7-((R)-5-hydroxymethyl-2-oxooxazolidin-3-yl)-3-(2-trifluoromethylphenyl)-2H-isoquinolin-1-one obtained in Step B of Example 1-14. However, (2-{2-[2-(2-methoxyethoxy)eth...